From a dataset of the Open Reaction Database (ORD), a public repository of structured organic reaction records. describe an organic reaction: reactants, conditions, products, and yield The reactants are BrC=1SC=CN1 (2-bromothiazole), C(=O)(OC(C)(C)C)N1CCC(CC1)=O (1-Boc-4-piperidone), [Li]CCCC (n-BuLi). Solvent: C1CCOC1 (THF), C1CCOC1 (THF), CCOCC (Et2O). Run at temperature -78 celsius, time 30 minute. The product is C(C)(C)(C)OC(=O)N1CCC(CC1)(C=1SC=CN1)O (4-Hydroxy-4-thiazol-2-yl-piperidine-1-carboxylic acid tert-butyl ester). As a reaction SMILES: [Li]CCCC.Br[C:7]1[S:8][CH:9]=[CH:10][N:11]=1.[C:12]([N:19]1[CH2:24][CH2:23][C:22](=[O:25])[CH2:21][CH2:20]1)([O:14][C:15]([CH3:18])([CH3:17])[CH3:16])=[O:13]>CCOCC.C1COCC1>[C:15]([O:14][C:12]([N:19]1[CH2:24][CH2:23][C:22]([OH:25])([C:7]2[S:8][CH:9]=[CH:10][N:11]=2)[CH2:21][CH2:20]1)=[O:13])([CH3:18])([CH3:16])[CH3:17]. Procedure: To a cooled (−78° C.) and stirred solution of n-BuLi (2.6 mL, 1.05 eq., 10.0 M in hexanes) in dry Et2O (20 mL) was added dropwise a solution of 2-bromothiazole (4.0 g, 24.4 mmol) in THF (10 mL) over a 10 minute period. After the yellow mixture had been stirred at −78° C. for 30 minutes, a solution of 1-Boc-4-piperidone (4.9 g, 1 eq.) in THF (20 mL) was added slowly. The mixture was then continued to stir for another 30 minutes before the reaction was quenched by addition of water (5 mL). The mix... Starting materials: C(=O)(OC(C)(C)C)N1CCC(CC1)O (1-Boc-4-hydroxypiperidine), C(#N)C1=C(C=CC=C1)O (2-cyanophenol), C1(=CC=CC=C1)P(C1=CC=CC=C1)C1=CC=CC=C1 (triphenylphosphine), N(=NC(=O)OC(C)(C)C)C(=O)OC(C)(C)C (di-tert-butyl azodicarboxylate). The solvent is O1CCCC1 (tetrahydrofuran). Reaction conditions: time 18 hour. The product is N1CCC(CC1)OC1=C(C#N)C=CC=C1 (2-(Piperidin-4-yloxy)benzonitrile). Reaction SMILES: C([N:8]1[CH2:13][CH2:12][CH:11]([OH:14])[CH2:10][CH2:9]1)(OC(C)(C)C)=O.[C:15]([C:17]1[CH:22]=[CH:21][CH:20]=[CH:19][C:18]=1O)#[N:16].C1(P(C2C=CC=CC=2)C2C=CC=CC=2)C=CC=CC=1.N(C(OC(C)(C)C)=O)=NC(OC(C)(C)C)=O>O1CCCC1>[NH:8]1[CH2:9][CH2:10][CH:11]([O:14][C:18]2[CH:19]=[CH:20][CH:21]=[CH:22][C:17]=2[C:15]#[N:16])[CH2:12][CH2:13]1. Reported procedure: 1-Boc-4-hydroxypiperidine (20 g, 99.35 mmol) and 2-cyanophenol (11.82 g, 99.35 mmol) were added to mixture of triphenylphosphine (26.06 g, 99.35 mmol) and di-tert-butyl azodicarboxylate (19.56 mL, 99.35 mmol) in tetrahydrofuran (800 mL) and the mixture was stirred at room temperature for 18 hours. The reaction mixture was then concentrated in vacuo and the residue was taken up in hydrochloric acid (4M in dioxane, 300 mL). The reaction mixture was stirred at room temperature for 18 hours and was ... Reactants: CC(C)(C)OC(=O)NC(C(=O)O)c1ccc(O)cc1, CC1(C)OCC(COS(C)(=O)=O)O1, CN(C)C=O, CCOC(C)=O, Cl, [H-], [Na+], O. Product: CC(C)(C)OC(=O)NC(C(=O)O)c1ccc(OCC2COC(C)(C)O2)cc1. As a reaction SMILES: [C:1]([CH3:2])([CH3:3])([CH3:4])[O:5][C:6](=[O:7])[NH:8][CH:9]([C:10](=[O:11])[OH:12])[c:13]1[cH:14][cH:15][c:16]([OH:19])[cH:17][cH:18]1.[CH3:22][C:23]1([CH3:34])[O:24][CH2:25][CH:26]([CH2:28][O:29][S:30]([CH3:31])(=[O:32])=[O:33])[O:27]1.[CH3:36][N:37]([CH3:38])[CH:39]=[O:40].[CH3:42][CH2:43][O:44][C:45](=[O:46])[CH3:47].[ClH:35].[H-:20].[Na+:21].[OH2:41]>>[C:1]([CH3:2])([CH3:3])([CH3:4])[O:5][C:6](=[O:7])[NH:8][CH:9]([C:10](=[O:11])[OH:12])[c:13]1[cH:14][cH:15][c:16]([O:19][CH2:28][CH:26]2[CH2:25][O:24][C:23]([CH3:22])([CH3:34])[O:27]2)[cH:17][cH:18]1. Reactants: FC(C(C(C(=O)O)(F)F)(F)F)(F)F (heptafluorobutyric acid), CO (methanol). Product: CO.FC(C(C(C(=O)OC)(F)F)(F)F)(F)F (methanol methyl heptafluorobutyrate). Reaction SMILES: [F:1][C:2]([F:13])([F:12])[C:3]([F:11])([F:10])[C:4]([F:9])([F:8])[C:5]([OH:7])=[O:6].[CH3:14]O>>[CH3:5][OH:6].[F:1][C:2]([F:12])([F:13])[C:3]([F:10])([F:11])[C:4]([F:8])([F:9])[C:5]([O:7][CH3:14])=[O:6] |f:2.3|. Procedure details: In the specific embodiment herein described employing methanol and heptafluorobutyric acid as reactants, distillation of the resulting esterification reaction admixture results in a methanol/methyl heptafluorobutyrate azeotrope characterized by a boiling point of about 56°-58° C. at substantially atmospheric pressure. This azeotrope also is characterized by about 78-80 weight percent methyl heptafluorobutyrate and correspondingly about 22-20 weight percent methanol. It is noted that the specific... Reactants: C(C)(C)(C)OC(=O)N1C(CCCC1)=O (N-tert-Butyloxycarbonylpiperidone), N[C@@H](CC1=CC=CC=C1)C(=O)N (phenylalaninamide). Solvent: CCO (EtOH). Product: C(C1=CC=CC=C1)C1C(NC2(N1)CCN(CC2)C(=O)OC(C)(C)C)=O (tert-butyl 3-benzyl-2-oxo-1,4,8-triazaspiro[4,5]decane-8-carboxylate). Reaction SMILES: [C:1]([O:5][C:6]([N:8]1[CH2:13][CH2:12][CH2:11][CH2:10][C:9]1=O)=[O:7])([CH3:4])([CH3:3])[CH3:2].[NH2:15][C@H:16]([C:24]([NH2:26])=[O:25])[CH2:17][C:18]1[CH:23]=[CH:22][CH:21]=[CH:20][CH:19]=1>CCO>[CH2:17]([CH:16]1[NH:15][C:11]2([CH2:12][CH2:13][N:8]([C:6]([O:5][C:1]([CH3:4])([CH3:3])[CH3:2])=[O:7])[CH2:9][CH2:10]2)[NH:26][C:24]1=[O:25])[C:18]1[CH:23]=[CH:22][CH:21]=[CH:20][CH:19]=1. Procedure details: N-tert-Butyloxycarbonylpiperidone (6.0 g, 29.8 mmol) was added to a solution of phenylalaninamide (4.9 g, 29.8 mmol) in dry EtOH (20 ml) and the mixture was heated under reflux for 2.5 h. The solvent was removed by distillation, and the tert-butyl 3-benzyl-2-oxo-1,4,8-triazaspiro[4,5]decane-8-carboxylate (10.8 g) was used in the following reaction without further workup. The reactants are CN(C=C(C(=O)OCC)C1=CC=NC=C1)C (ethyl 3-(dimethylamino)-2-(pyridin-4-yl)acrylate), C(C1=CC=CC=C1)NC(C1=CN=C(C=C1)NN)=O (N-benzyl-6-hydrazinylnicotinamide), CCN(C(C)C)C(C)C (Hunig's base). Solvent: CC(C)O (2-propanol). Conditions: temperature 50 celsius, time 24 hour. Yields the product C(C1=CC=CC=C1)NC(C1=CN=C(C=C1)N1N=CC(=C1O)C1=CC=NC=C1)=O (N-benzyl-6-(5-hydroxy-4-(pyridin-4-yl)-1H-pyrazol-1-yl)nicotinamide). Isolated yield 35.6%. As a reaction SMILES: CN(C)[CH:3]=[C:4]([C:10]1[CH:15]=[CH:14][N:13]=[CH:12][CH:11]=1)[C:5](OCC)=[O:6].[CH2:17]([NH:24][C:25](=[O:34])[C:26]1[CH:31]=[CH:30][C:29]([NH:32][NH2:33])=[N:28][CH:27]=1)[C:18]1[CH:23]=[CH:22][CH:21]=[CH:20][CH:19]=1.CCN(C(C)C)C(C)C>CC(O)C>[CH2:17]([NH:24][C:25](=[O:34])[C:26]1[CH:31]=[CH:30][C:29]([N:32]2[C:5]([OH:6])=[C:4]([C:10]3[CH:15]=[CH:14][N:13]=[CH:12][CH:11]=3)[CH:3]=[N:33]2)=[N:28][CH:27]=1)[C:18]1[CH:19]=[CH:20][CH:21]=[CH:22][CH:23]=1. Procedure: Combined ethyl 3-(dimethylamino)-2-(pyridin-4-yl)acrylate (40.0 mg, 0.182 mmol) and N-benzyl-6-hydrazinylnicotinamide (33.8 mg, 0.140 mmol) in 2-propanol (0.698 mL) and stirred for 18 hours at room temperature. Hunig's base (0.219 mL, 1.257 mmol) was then added and the reaction was stirred for 24 hours at 50° C. The reaction mixture was then purified by preparative HPLC (SunFire™ C18, 5 μm, ID 30 mm×75 mm) eluting with ACN (with 0.035% TFA) in water (with 0.05% TFA) to give the title compound (1... Reactants: ClC1=NC=2C=CC(=C(C2C=C1)C(=O)NCC1CCCCC1)Cl (2,6-dichloro-N-(cyclohexylmethyl)-5-quinolinecarboxamide), N1CCC(CC1)C(=O)OCC (4-piperidinecarboxylic acid, ethyl ester). The product is ClC=1C(=C2C=CC(=NC2=CC1)N1CCC(CC1)C(=O)OCC)C(=O)NCC1CCCCC1 (1-[6-Chloro-5-[[(cyclohexylmethyl)amino]carbonyl]-2-quinolinyl]-4-piperidinecarboxylic Acid, Ethyl Ester). Yield: 73.6%. Reaction SMILES: Cl[C:2]1[CH:11]=[CH:10][C:9]2[C:8]([C:12]([NH:14][CH2:15][CH:16]3[CH2:21][CH2:20][CH2:19][CH2:18][CH2:17]3)=[O:13])=[C:7]([Cl:22])[CH:6]=[CH:5][C:4]=2[N:3]=1.[NH:23]1[CH2:28][CH2:27][CH:26]([C:29]([O:31][CH2:32][CH3:33])=[O:30])[CH2:25][CH2:24]1>>[Cl:22][C:7]1[C:8]([C:12]([NH:14][CH2:15][CH:16]2[CH2:21][CH2:20][CH2:19][CH2:18][CH2:17]2)=[O:13])=[C:9]2[C:4](=[CH:5][CH:6]=1)[N:3]=[C:2]([N:23]1[CH2:28][CH2:27][CH:26]([C:29]([O:31][CH2:32][CH3:33])=[O:30])[CH2:25][CH2:24]1)[CH:11]=[CH:10]2. Procedure details: Prepared according to the method of example 30, using 2,6-dichloro-N-(cyclohexylmethyl)-5-quinolinecarboxamide (Example 43(a)) (200 mg) and 4-piperidinecarboxylic acid, ethyl ester (470 mg) to afford the sub-titled compound as a solid (200 mg). Starting materials: C(C)(C)(C)C=1C=C2C=NN(C(C2=C(C1)F)=O)C1=C(COC(C)=O)C(=CC=C1)C=1N=C(C=2N(C1)C=CN2)NC2=CC=C(C=C2)C(=O)N2CCOCC2 (acetic acid 2-(6-tert-butyl-8-fluoro-1-oxo-1H-phthalazin-2-yl)-6-{8-[4-(morpholine-4-carbonyl)-phenylamino]-imidazo[1,2-a]pyrazin-6-yl}-benzyl ester), C(=O)([O-])[O-].[K+].[K+] (K2CO3). Solvent: CO (MeOH). Product: C(C)(C)(C)C=1C=C2C=NN(C(C2=C(C1)F)=O)C1=C(C(=CC=C1)C=1N=C(C=2N(C1)C=CN2)NC2=CC=C(C=C2)C(=O)N2CCOCC2)CO (6-tert-Butyl-8-fluoro-2-(2-hydroxymethyl-3-{8-[4-(morpholine-4-carbonyl)-phenylamino]-imidazo[1,2-a]pyrazin-6-yl}-phenyl)-2H-phthalazin-1-one). Yield: 16.4%. Reaction SMILES: [C:1]([C:5]1[CH:6]=[C:7]2[C:12](=[C:13]([F:15])[CH:14]=1)[C:11](=[O:16])[N:10]([C:17]1[CH:27]=[CH:26][CH:25]=[C:24]([C:28]3[N:29]=[C:30]([NH:37][C:38]4[CH:43]=[CH:42][C:41]([C:44]([N:46]5[CH2:51][CH2:50][O:49][CH2:48][CH2:47]5)=[O:45])=[CH:40][CH:39]=4)[C:31]4[N:32]([CH:34]=[CH:35][N:36]=4)[CH:33]=3)[C:18]=1[CH2:19][O:20]C(=O)C)[N:9]=[CH:8]2)([CH3:4])([CH3:3])[CH3:2].C([O-])([O-])=O.[K+].[K+]>CO>[C:1]([C:5]1[CH:6]=[C:7]2[C:12](=[C:13]([F:15])[CH:14]=1)[C:11](=[O:16])[N:10]([C:17]1[CH:27]=[CH:26][CH:25]=[C:24]([C:28]3[N:29]=[C:30]([NH:37][C:38]4[CH:39]=[CH:40][C:41]([C:44]([N:46]5[CH2:51][CH2:50][O:49][CH2:48][CH2:47]5)=[O:45])=[CH:42][CH:43]=4)[C:31]4[N:32]([CH:34]=[CH:35][N:36]=4)[CH:33]=3)[C:18]=1[CH2:19][OH:20])[N:9]=[CH:8]2)([CH3:4])([CH3:2])[CH3:3] |f:1.2.3|. Procedure details: A solution of acetic acid 2-(6-tert-butyl-8-fluoro-1-oxo-1H-phthalazin-2-yl)-6-{8-[4-(morpholine-4-carbonyl)-phenylamino]-imidazo[1,2-a]pyrazin-6-yl}-benzyl ester (320 mg, 0.47 mmol) and K2CO3 (130 mg, 0.95 mmol) in MeOH (15 mL) was stirred at room temperature for 2 hours. The crude reaction mixture was filtered. The filter cake was washed with MeOH (5 mL) and dried to provide the desired product as a yellow solid (50 mg, 16% yield). The reactants are CC(=O)[O-], CC(=O)[O-], O=S(=O)(c1ccccc1)N(Cc1ccccc1)c1cccc(Br)c1, C1COCCN1, CC(C)(C)[O-], COc1cccc(OC)c1-c1ccccc1P(C1CCCCC1)C1CCCCC1, [Na+], C1COCCO1, [Pd+2]. The product is O=S(=O)(c1ccccc1)N(Cc1ccccc1)c1cccc(N2CCOCC2)c1. RXN SMILES: [C:72]([O-:73])(=[O:74])[CH3:75].[C:77]([O-:78])(=[O:79])[CH3:80].[CH2:1]([c:2]1[cH:3][cH:4][cH:5][cH:6][cH:7]1)[N:8]([S:9](=[O:10])(=[O:11])[c:12]1[cH:13][cH:14][cH:15][cH:16][cH:17]1)[c:18]1[cH:19][c:20]([Br:24])[cH:21][cH:22][cH:23]1.[CH2:25]1[CH2:26][O:27][CH2:28][CH2:29][NH:30]1.[CH3:60][C:61]([CH3:62])([O-:63])[CH3:64].[CH:31]1([P:32]([CH:33]2[CH2:34][CH2:35][CH2:36][CH2:37][CH2:38]2)[c:39]2[cH:40][cH:41][cH:42][cH:43][c:44]2-[c:45]2[c:46]([O:47][CH3:48])[cH:49][cH:50][cH:51][c:52]2[O:53][CH3:54])[CH2:55][CH2:56][CH2:57][CH2:58][CH2:59]1.[Na+:65].[O:66]1[CH2:67][CH2:68][O:69][CH2:70][CH2:71]1.[Pd+2:76]>>[CH2:1]([c:2]1[cH:3][cH:4][cH:5][cH:6][cH:7]1)[N:8]([S:9](=[O:10])(=[O:11])[c:12]1[cH:13][cH:14][cH:15][cH:16][cH:17]1)[c:18]1[cH:19][c:20]([N:30]2[CH2:25][CH2:26][O:27][CH2:28][CH2:29]2)[cH:21][cH:22][cH:23]1. Starting materials: O1CCOC12CCNCC2 (1,4-dioxa-8-azaspiro[4,5]decane), C(=O)([O-])[O-].[K+].[K+] (K2CO3), FC1=CC=C(C=C1)C(CCC(=O)O)=O (4-fluoro-γ-oxobenzenebutanoic acid). Solvent: CS(=O)C (DMSO). The product is O1CCOC12CCN(CC2)C2=CC=C(C=C2)C(CCC(=O)O)=O (4-(1,4-dioxa-8-azaspiro [4,5]-dec-8-yl)-γ-oxobenzenebutanoic acid). The yield is 47.0%. As a reaction SMILES: F[C:2]1[CH:7]=[CH:6][C:5]([C:8](=[O:14])[CH2:9][CH2:10][C:11]([OH:13])=[O:12])=[CH:4][CH:3]=1.[O:15]1[C:19]2([CH2:24][CH2:23][NH:22][CH2:21][CH2:20]2)[O:18][CH2:17][CH2:16]1.C([O-])([O-])=O.[K+].[K+]>CS(C)=O>[O:15]1[C:19]2([CH2:24][CH2:23][N:22]([C:2]3[CH:7]=[CH:6][C:5]([C:8](=[O:14])[CH2:9][CH2:10][C:11]([OH:13])=[O:12])=[CH:4][CH:3]=3)[CH2:21][CH2:20]2)[O:18][CH2:17][CH2:16]1 |f:2.3.4|. Procedure details: A mixture of 19.6 g of 4-fluoro-γ-oxobenzenebutanoic acid [prepared by following the procedure of W. Adcock and M. J. S. Dewar, J. Amer. Chem. Soc., 89, 2(1967)], 14.3 g of 1,4-dioxa-8-azaspiro[4,5]decane and 13.9 g of anhydrous K2CO3 in 75 ml of DMSO is heated at 100° C. for 18 hours and cooled. The reaction mixture is filtered and the residue is washed with DMSO. The filtrate and the washings are diluted with 300 ml of water and the pH of the solution is adjusted to 6. The solid is filtered, w...